This data is from the Open Reaction Database (ORD), a public repository of structured organic reaction records. The task is: describe an organic reaction: reactants, conditions, products, and yield The reactants are BrC1=C2C(=NC=C1)N(C=C2)S(=O)(=O)C2=CC=CC=C2 (4-bromo-1-(phenylsulfonyl)-1H-pyrrolo[2,3-b]pyridine), FC=1C=CC(=C(C1)B(O)O)OC (5-fluoro-2-methoxyphenylboronic acid), C([O-])([O-])=O.[K+].[K+] (potassium carbonate). The reagents and catalysts are C1=CC=C(C=C1)P([C-]2C=CC=C2)C3=CC=CC=C3.C1=CC=C(C=C1)P([C-]2C=CC=C2)C3=CC=CC=C3.Cl[Pd]Cl.[Fe+2].ClCCl ([1,1′-bis(diphenylphosphino)ferrocene]dichloropalladium(II) dichloromethane). Solvent: COCCOC (1,2-dimethoxyethane). Reaction conditions: temperature 100 celsius. The product is FC=1C=CC(=C(C1)C1=C2C(=NC=C1)N(C=C2)S(=O)(=O)C2=CC=CC=C2)OC (4-(5-fluoro-2-methoxyphenyl)-1-(phenylsulfonyl)-1H-pyrrolo[2,3-b]pyridine). As a reaction SMILES: Br[C:2]1[CH:7]=[CH:6][N:5]=[C:4]2[N:8]([S:11]([C:14]3[CH:19]=[CH:18][CH:17]=[CH:16][CH:15]=3)(=[O:13])=[O:12])[CH:9]=[CH:10][C:3]=12.[F:20][C:21]1[CH:22]=[CH:23][C:24]([O:30][CH3:31])=[C:25](B(O)O)[CH:26]=1.C(=O)([O-])[O-].[K+].[K+]>COCCOC.C1C=CC(P(C2C=CC=CC=2)[C-]2C=CC=C2)=CC=1.C1C=CC(P(C2C=CC=CC=2)[C-]2C=CC=C2)=CC=1.Cl[Pd]Cl.[Fe+2].ClCCl>[F:20][C:21]1[CH:26]=[CH:25][C:24]([O:30][CH3:31])=[C:23]([C:2]2[CH:7]=[CH:6][N:5]=[C:4]3[N:8]([S:11]([C:14]4[CH:19]=[CH:18][CH:17]=[CH:16][CH:15]=4)(=[O:13])=[O:12])[CH:9]=[CH:10][C:3]=23)[CH:22]=1 |f:2.3.4,6.7.8.9.10|. Procedure: A suspension of 4-bromo-1-(phenylsulfonyl)-1H-pyrrolo[2,3-b]pyridine (10.00 g, 29.7 mmol), 5-fluoro-2-methoxyphenylboronic acid (5.54 g, 32.6 mmol), 2M aqueous potassium carbonate (66.7 mL, 133 mmol), and [1,1′-bis(diphenylphosphino)ferrocene]dichloropalladium(II) dichloromethane adduct (1.453 g, 1.779 mmol) in 1,2-dimethoxyethane (250 mL) was degassed with nitrogen and heated at 100° C. for 1.5 hours. The mixture was diluted with ethyl acetate and washed with aqueous sodium bicarbonate (twice) ... Starting materials: CCCS(=O)(=O)c1cccnc1S(N)(=O)=O, COc1cc(OC)nc(NC(=O)Oc2ccccc2)n1, CC#N, Cl, C1CCC2=NCCCN2CC1, O. The product is CCCS(=O)(=O)c1cccnc1S(=O)(=O)NC(=O)Nc1nc(OC)cc(OC)n1. Reaction SMILES: [CH2:1]([CH2:2][CH3:3])[S:4](=[O:5])(=[O:6])[c:7]1[c:8]([S:13](=[O:14])(=[O:15])[NH2:16])[n:9][cH:10][cH:11][cH:12]1.[CH3:17][O:18][c:19]1[n:20][c:21]([NH:27][C:28]([O:29][c:31]2[cH:32][cH:33][cH:34][cH:35][cH:36]2)=[O:30])[n:22][c:23]([O:25][CH3:26])[cH:24]1.[CH3:50][C:51]#[N:52].[ClH:48].[N:37]12[CH2:38][CH2:39][CH2:40][N:41]=[C:42]1[CH2:43][CH2:44][CH2:45][CH2:46][CH2:47]2.[OH2:49]>>[CH2:1]([CH2:2][CH3:3])[S:4](=[O:5])(=[O:6])[c:7]1[c:8]([S:13](=[O:14])(=[O:15])[NH:16][C:28]([NH:27][c:21]2[n:20][c:19]([O:18][CH3:17])[cH:24][c:23]([O:25][CH3:26])[n:22]2)=[O:29])[n:9][cH:10][cH:11][cH:12]1. Starting materials: CC1=CC(=NC=C1)N (4-methyl-2-aminopyridine), C1(C=2C(C(=O)O1)=CC=CC2)=O (phthalic anhydride), C(C)(=O)OC(C)=O (acetic anhydride). The solvent is C(C)(=O)O (acetic acid). Reaction conditions: time 12 hour. Product: CC1=CC(=NC=C1)N1C(C=2C(C1=O)=CC=CC2)=O (4-methyl-2-phthalimidopyridine). The yield is 42.5%. As a reaction SMILES: [CH3:1][C:2]1[CH:7]=[CH:6][N:5]=[C:4]([NH2:8])[CH:3]=1.[C:9]1(=O)[O:14][C:12](=[O:13])[C:11]2=[CH:15][CH:16]=[CH:17][CH:18]=[C:10]12.C(OC(=O)C)(=O)C>C(O)(=O)C>[CH3:1][C:2]1[CH:7]=[CH:6][N:5]=[C:4]([N:8]2[C:12](=[O:13])[C:11]3=[CH:15][CH:16]=[CH:17][CH:18]=[C:10]3[C:9]2=[O:14])[CH:3]=1. Reported procedure: To a stirring solution of 4-methyl-2-aminopyridine (50 g, 460 mmol) in acetic acid (1 L) was added phthalic anhydride (68 g, 460 mmol) and the reaction was heated to reflux. After 12 h, acetic anhydride (43 mL, 460 mmol) was added and the solution continued to stir at reflux for an additional 48 h. The solvent was then removed in vacuo and the solid residue was suspended in toluene and concentrated in vacuo twice. The solid was then suspended in ethyl acetate with vigorous stirring and filtered.... Reactants: [OH-].[Na+] (NaOH), C1(=CC=CC=C1)S(=O)(=O)C1=[N+](ON=C1S(=O)(=O)C1=CC=CC=C1)[O-] (3,4-bis(phenylsulphonyl)-1,2,5-oxadiazole 2-oxide), C(=O)(OC(C)(C)C)C(O)C(O)C(=O)OC(C)(C)C (di-tert-butyl tartrate). Run in C1CCOC1 (THF). Conditions: time 5 hour. Product: O[C@@H](C(=O)OC(C)(C)C)[C@H](C(=O)OC(C)(C)C)OC1=NO[N+](=C1S(=O)(=O)C1=CC=CC=C1)[O-] (Di-tert-butyl (2R,3R)-2-hydroxy-3-{[5-oxido-4-(phenylsulphonyl)-1,2,5-oxadiazol-3-yl]-oxy}-succinate). Reaction SMILES: [OH-].[Na+].[C:3]1([S:9]([C:12]2[C:16](S(C3C=CC=CC=3)(=O)=O)=[N:15][O:14][N+:13]=2[O-:26])(=[O:11])=[O:10])[CH:8]=[CH:7][CH:6]=[CH:5][CH:4]=1.[C:27]([CH:34]([CH:36]([C:38]([O:40][C:41]([CH3:44])([CH3:43])[CH3:42])=[O:39])[OH:37])[OH:35])([O:29][C:30]([CH3:33])([CH3:32])[CH3:31])=[O:28]>C1COCC1>[OH:37][C@H:36]([C@@H:34]([O:35][C:16]1[C:12]([S:9]([C:3]2[CH:4]=[CH:5][CH:6]=[CH:7][CH:8]=2)(=[O:10])=[O:11])=[N+:13]([O-:26])[O:14][N:15]=1)[C:27]([O:29][C:30]([CH3:33])([CH3:32])[CH3:31])=[O:28])[C:38]([O:40][C:41]([CH3:42])([CH3:43])[CH3:44])=[O:39] |f:0.1|. Procedure details: 50% NaOH solution (1.2 g-30 mmol) is added in the course of ½ hour to a solution of 3,4-bis(phenylsulphonyl)-1,2,5-oxadiazole 2-oxide (7 g-19 mmol) and di-tert-butyl tartrate (5 g-19 mmol) in 100 ml of anhydrous THF. After stirring for 5 hours, the solvent is evaporated off to dryness and the residue is taken up in water and ethyl acetate. The organic fraction is dried with Na2SO4 and evaporated to dryness and subsequently purified by flash chromatography, using a (98:2) dichloromethane/ethanol ...